Task: describe an organic reaction: reactants, conditions, products, and yield. Dataset: the Open Reaction Database (ORD), a public repository of structured organic reaction records The reactants are [N+](=O)([O-])C1=CC=C(C=C1)C1=C(C=2N(C3=CC=C(C=C3C2C(=C1)C(=O)[O-])Cl)C)OC (4-nitrophenyl-6-chloro-1-methoxy-9-methyl-9H-4-carbazole carboxylate), ClC=1C=NC=C(C1N)Cl (3,5-dichloro-4-amino pyridine), [H-].[Na+] (sodium hydride). Run in CN(C)C=O (DMF). Reaction conditions: time 1 hour. Product: ClC=1C=NC=C(C1NC(=O)C1=CC=C(C=2N(C3=CC=C(C=C3C12)Cl)C)OC)Cl (N4-(3,5-dichloro-4-pyridyl)-6-chloro-1-methoxy-9-methyl-9H-4-carbazole carboxamide). The yield is 48.7%. Reaction SMILES: [N+](C1C=CC([C:10]2[CH:22]=[C:21]([C:23]([O-:25])=O)[C:20]3[C:19]4[C:14](=[CH:15][CH:16]=[C:17]([Cl:26])[CH:18]=4)[N:13]([CH3:27])[C:12]=3[C:11]=2[O:28][CH3:29])=CC=1)([O-])=O.[Cl:30][C:31]1[CH:32]=[N:33][CH:34]=[C:35]([Cl:38])[C:36]=1[NH2:37].[H-].[Na+]>CN(C=O)C>[Cl:30][C:31]1[CH:32]=[N:33][CH:34]=[C:35]([Cl:38])[C:36]=1[NH:37][C:23]([C:21]1[C:20]2[C:19]3[C:14](=[CH:15][CH:16]=[C:17]([Cl:26])[CH:18]=3)[N:13]([CH3:27])[C:12]=2[C:11]([O:28][CH3:29])=[CH:10][CH:22]=1)=[O:25] |f:2.3|. Reported procedure: To a solution of 4-nitrophenyl-6-chloro-1-methoxy-9-methyl-9H-4-carbazole carboxylate (160 mg, 0.4255 mmoles), and 3,5-dichloro-4-amino pyridine (69.36 mg, 0.4255 mmoles) in dry DMF (7 mL) at 25° C., sodium hydride 55% (34 mg, 0.8510 mmoles) was added and stirred under nitrogen atmosphere for 1 hr. The reaction mixture was quenched in ice cold water (25 mL) and extracted with ethyl acetate (2×25 mL). The organic layer was washed with bicarbonate (2×25 mL), followed by 1N HCl (2×25 mL) and with b...